Dataset: the Open Reaction Database (ORD), a public repository of structured organic reaction records. Task: describe an organic reaction: reactants, conditions, products, and yield The product is BrC1=CC(=C(C=C1)C(C)(C)O)C (2-(4-Bromo-2-methyl-phenyl)propan-2-ol). Conditions: time 16 hour. RXN SMILES: COC(=O)[C:4]1[CH:9]=[CH:8][C:7]([Br:10])=[CH:6][C:5]=1[CH3:11].[CH3:13][Mg]Br.Cl.C([O:19][CH2:20][CH3:21])C>>[Br:10][C:7]1[CH:8]=[CH:9][C:4]([C:20]([OH:19])([CH3:21])[CH3:13])=[C:5]([CH3:11])[CH:6]=1. The reactants are Cl (hydrochloric acid), COC(C1=C(C=C(C=C1)Br)C)=O (4-bromo-2-methyl-benzoic acid methyl ester), C[Mg]Br (methylmagnesium bromide), C(C)OCC (diethyl ether), C(C)OCC (diethyl ether). Procedure: To 4-bromo-2-methyl-benzoic acid methyl ester (3.7 g, 15.9 mmol) in diethyl ether (10 mL) at 0° C. under N2 was added 3N methylmagnesium bromide in diethyl ether (21 mL, 63 mmol). The mixture was stirred 16 h at room temperature. The mixture was poured into 1N hydrochloric acid (aq, 10 mL) and extracted with ethyl acetate. The organic layer was washed with saturated sodium chloride, dried (MgSO4), filtered, and concentrated in vacuo to a crude colorless oil. Flash chromatography (SiO2, 5% ethyl ... The yield is 72.0%. Reactants: COC(C1=CN=C(C(=C1)Br)Cl)=O (5-bromo-6-chloro-nicotinic acid methyl ester), N[C@H]1[C@@H](CCCC1)O ((1R,2R)-2-amino-cyclohexanol), COCCNC ((2-methoxy-ethyl)-methyl-amine), FC(C1=CC=C(C=C1)B(O)O)(F)F (4-trifluoromethyl-phenylboronic acid). Product: O[C@H]1[C@@H](CCCC1)NC(C1=CN=C(C(=C1)C1=CC=C(C=C1)C(F)(F)F)N(C)CCOC)=O (N-((1R,2R)-2-Hydroxy-cyclohexyl)-6-[(2-methoxy-ethyl)-methyl-amino]-5-(4-trifluoromethyl-phenyl)-nicotinamide). RXN SMILES: CO[C:3](=[O:12])[C:4]1[CH:9]=[C:8](Br)[C:7](Cl)=[N:6][CH:5]=1.[CH3:13][O:14][CH2:15][CH2:16][NH:17][CH3:18].[F:19][C:20]([F:31])([F:30])[C:21]1[CH:26]=[CH:25][C:24](B(O)O)=[CH:23][CH:22]=1.[NH2:32][C@@H:33]1[CH2:38][CH2:37][CH2:36][CH2:35][C@H:34]1[OH:39]>>[OH:39][C@@H:34]1[CH2:35][CH2:36][CH2:37][CH2:38][C@H:33]1[NH:32][C:3](=[O:12])[C:4]1[CH:9]=[C:8]([C:24]2[CH:25]=[CH:26][C:21]([C:20]([F:31])([F:30])[F:19])=[CH:22][CH:23]=2)[C:7]([N:17]([CH2:16][CH2:15][O:14][CH3:13])[CH3:18])=[N:6][CH:5]=1. Procedure details: The title compound was synthesized in analogy to the procedure described for the preparation of Example 23, using 5-bromo-6-chloro-nicotinic acid methyl ester, (2-methoxy-ethyl)-methyl-amine (commercially available), 4-trifluoromethyl-phenylboronic acid (commercially available) and (1R,2R)-2-amino-cyclohexanol (commercially available) as starting materials. MS (m/e): 452 (MH+). The reactants are CC1(NC(CC(C1)OC(C(O)C)=O)(C)C)C (Lactic acid 2,2,6,6-tetramethyl-4-piperidyl ester), CC1(OC(=CC(O1)=O)C)C (2,2,6-trimethyl-4H-1,3-dioxine-4-one). The solvent is C1(=CC=CC=C1)C (toluene). Yields the product CC1(NC(CC(C1)OC(C(C)OC(CC(=O)C)=O)=O)(C)C)C (2-(acetoacetyloxy)-propionic acid 2,2,6,6-tetramethyl-4-piperidyl ester). RXN SMILES: [CH3:1][C:2]1([CH3:16])[CH2:7][CH:6]([O:8][C:9](=[O:13])[CH:10]([CH3:12])[OH:11])[CH2:5][C:4]([CH3:15])([CH3:14])[NH:3]1.CC1(C)[O:23][C:22](=O)[CH:21]=[C:20]([CH3:25])[O:19]1>C1(C)C=CC=CC=1>[CH3:16][C:2]1([CH3:1])[CH2:7][CH:6]([O:8][C:9](=[O:13])[CH:10]([O:11][C:22](=[O:23])[CH2:21][C:20]([CH3:25])=[O:19])[CH3:12])[CH2:5][C:4]([CH3:15])([CH3:14])[NH:3]1. Reported procedure: Lactic acid 2,2,6,6-tetramethyl-4-piperidyl ester (5 g, 21.8 mmol) was dissolved in 100 ml of toluene. At reflux temperature, 3.1 g (21.8 mmol) of 2,2,6-trimethyl-4H-1,3-dioxine-4-one was added dropwise. After 3 hours at reflux, the solvent was distilled of in vacuo. A viscous residue was left. Yield 4.8 g (70%).